Dataset: the Open Reaction Database (ORD), a public repository of structured organic reaction records. Task: describe an organic reaction: reactants, conditions, products, and yield Reactants: CC(C)(C)N1CC(COc2ccc(CCO)cc2)OC1c1ccccc1, CC(=O)Cl, c1ccncc1. The product is CC(=O)OCCc1ccc(OCC2CN(C(C)(C)C)C(c3ccccc3)O2)cc1. RXN SMILES: [CH3:1][C:2]([CH3:3])([CH3:4])[N:5]1[CH:6]([c:21]2[cH:22][cH:23][cH:24][cH:25][cH:26]2)[O:7][CH:8]([CH2:10][O:11][c:12]2[cH:13][cH:14][c:15]([CH2:18][CH2:19][OH:20])[cH:16][cH:17]2)[CH2:9]1.[CH3:27][C:28]([Cl:29])=[O:30].[cH:31]1[cH:32][cH:33][n:34][cH:35][cH:36]1>>[CH3:1][C:2]([CH3:3])([CH3:4])[N:5]1[CH:6]([c:21]2[cH:22][cH:23][cH:24][cH:25][cH:26]2)[O:7][CH:8]([CH2:10][O:11][c:12]2[cH:13][cH:14][c:15]([CH2:18][CH2:19][O:20][C:28]([CH3:27])=[O:30])[cH:16][cH:17]2)[CH2:9]1. Starting materials: CCN(CC)CC#CCCCc1ccccc1, [Na+], [OH-], O, O=S(=O)(O)O. Product: CCN(CC)CCC(=O)CCCc1ccccc1. As a reaction SMILES: [CH2:1]([CH3:2])[N:3]([CH2:4][C:5]#[C:6][CH2:7][CH2:8][CH2:9][c:10]1[cH:11][cH:12][cH:13][cH:14][cH:15]1)[CH2:16][CH3:17].[Na+:19].[OH-:18].[OH2:25].[S:20](=[O:21])(=[O:22])([OH:23])[OH:24]>>[CH2:1]([CH3:2])[N:3]([CH2:4][CH2:5][C:6]([CH2:7][CH2:8][CH2:9][c:10]1[cH:11][cH:12][cH:13][cH:14][cH:15]1)=[O:18])[CH2:16][CH3:17]. The reactants are CC(C)(C)OC(=O)N1CCC(C(=O)O)CC1, C1CCOC1, CCOC(C)=O, Cl, O. Yields the product CC(C)(C)OC(=O)N1CCC(CO)CC1. RXN SMILES: [C:1](=[O:2])([O:3][C:4]([CH3:5])([CH3:6])[CH3:7])[N:8]1[CH2:9][CH2:10][CH:11]([C:12](=[O:13])[OH:14])[CH2:15][CH2:16]1.[CH2:25]1[O:26][CH2:27][CH2:28][CH2:29]1.[CH3:18][CH2:19][O:20][C:21](=[O:22])[CH3:23].[ClH:24].[OH2:17]>>[C:1](=[O:2])([O:3][C:4]([CH3:5])([CH3:6])[CH3:7])[N:8]1[CH2:9][CH2:10][CH:11]([CH2:12][OH:13])[CH2:15][CH2:16]1. Starting materials: COC=1C=C2C(=NC=NC2=CC1OC)N1CCC(CC1)N1C(NC2=CC=CC(=C2C1=O)C)=O (3-[1-(6,7-dimethoxy-4-quinazolinyl)-4-piperidinyl]-1,2,3,4-tetrahydro-5-methyl-2,4-dioxoquinazoline), COC=1C=C2C(=NC=NC2=CC1OC)N1CCC(CC1)N1C(NC2=CC=CC(=C2C1=O)C)=O (3-[1-(6,7-dimethoxy-4-quinazolinyl)-4-piperidinyl]-1,2,3,4-tetrahydro-5-methyl-2,4-dioxoquinazoline), COC=1C=C2C(=NC=NC2=CC1OC)N1CCC(CC1)N1C(NC2=CC=C(C=C2C1=O)[N+](=O)[O-])=O (3-[1-(6,7-dimethoxy-4-quinazolinyl)-4-piperidinyl]-1,2,3,4-tetrahydro-6-nitro-2,4-dioxoquinazoline). RXN SMILES: [CH3:1][O:2][C:3]1[CH:4]=[C:5]2[C:10](=[CH:11][C:12]=1[O:13][CH3:14])[N:9]=[CH:8][N:7]=[C:6]2[N:15]1[CH2:20][CH2:19][CH:18]([N:21]2[C:30](=[O:31])[C:29]3[C:24](=[CH:25][CH:26]=[CH:27][C:28]=3[CH3:32])[NH:23][C:22]2=[O:33])[CH2:17][CH2:16]1.[CH3:34]OC1C=C2C(=CC=1OC)N=CN=C2N1CCC(N2C(=O)C3C(=CC=C([N+]([O-])=O)C=3)NC2=O)CC1>>[CH3:1][O:2][C:3]1[CH:4]=[C:5]2[C:10](=[CH:11][C:12]=1[O:13][CH3:14])[N:9]=[CH:8][N:7]=[C:6]2[N:15]1[CH2:16][CH2:17][CH:18]([N:21]2[C:30](=[O:31])[C:29]3[C:24](=[CH:25][CH:26]=[CH:27][C:28]=3[CH3:32])[N:23]([CH3:34])[C:22]2=[O:33])[CH2:19][CH2:20]1. The yield is 73.0%. The product is COC=1C=C2C(=NC=NC2=CC1OC)N1CCC(CC1)N1C(N(C2=CC=CC(=C2C1=O)C)C)=O (3-[1-(6,7-Dimethoxy-4-quinazolinyl)-4-piperidinyl]-1,2,3,4-tetrahydro-1,5-dimethyl-2,4-dioxoquinazoline). Procedure: The procedure similar to that described in Example 1 was repeated, except that 300 mg (0.67 mmol) of 3-[1-(6,7-dimethoxy-4-quinazolinyl)-4-piperidinyl]-1,2,3,4-tetrahydro-5-methyl-2,4-dioxoquinazoline (Compound 100) obtained in Reference Example 11 was used in place of Compound 24. As a result, 226.8 mg (yield: 73%) of Compound 57 was obtained as white crystals. Reactants: FC=1C(NC(NC1)=O)=O (5-fluorouracil), C(CCCCC)N=C=O (n-hexyl isocyanate). Run in CC(=O)N(C)C (dimethyl acetamide). Reaction conditions: temperature 50 celsius, time 8 hour. Product: FC=1C(NC(N(C1)C(NCCCCCC)=O)=O)=O (5-fluoro-1-(n-hexylcarbamoyl)uracil). Yield: 75.0%. Reaction SMILES: [F:1][C:2]1[C:3](=[O:9])[NH:4][C:5](=[O:8])[NH:6][CH:7]=1.[CH2:10]([N:16]=[C:17]=[O:18])[CH2:11][CH2:12][CH2:13][CH2:14][CH3:15]>CC(N(C)C)=O>[F:1][C:2]1[C:3](=[O:9])[NH:4][C:5](=[O:8])[N:6]([C:17](=[O:18])[NH:16][CH2:10][CH2:11][CH2:12][CH2:13][CH2:14][CH3:15])[CH:7]=1. Procedure details: 13.0g (0.10 mole) of 5-fluorouracil was suspended in 60 ml of dimethyl acetamide, then 14.0g (0.11 mole) of n-hexyl isocyanate was added thereto at room temperature and stirred at 50° C for 8 hours. After the reaction mixture was concentrated under reduced pressure, the residue was poured into 400 ml of water and resultant precipitate was filtered off. The precipitate was washed and dried and 19.3g (75.0% yield) of 5-fluoro-1-(n-hexylcarbamoyl)uracil was obtained. Reactants: CC(C)(C)S(=O)N (2-methyl-2-propanesulfinamide), BrC1=CC=C2CC3(C(C2=C1)=O)CCC(CC3)C(F)(F)F (6′-bromo-4-(trifluoromethyl)spiro[cyclohexane-1,2′-inden]-1′(3′H)-one), BrC1=CC=C2CC3(C(C2=C1)=O)CCC(CC3)C(F)(F)F (6′-bromo-4-(trifluoromethyl)spiro[cyclohexane-1,2′-inden]-1′(3′H)-one). As a reaction SMILES: [CH3:1][C:2]([S:5]([NH2:7])=[O:6])([CH3:4])[CH3:3].[Br:8][C:9]1[CH:17]=[C:16]2[C:12]([CH2:13][C:14]3([CH2:23][CH2:22][CH:21]([C:24]([F:27])([F:26])[F:25])[CH2:20][CH2:19]3)[C:15]2=O)=[CH:11][CH:10]=1>[O-]CC.[Ti+4].[O-]CC.[O-]CC.[O-]CC>[Br:8][C:9]1[CH:17]=[C:16]2[C:12](=[CH:11][CH:10]=1)[CH2:13][C:14]1([CH2:19][CH2:20][CH:21]([C:24]([F:25])([F:26])[F:27])[CH2:22][CH2:23]1)[C:15]2=[N:7][S:5]([C:2]([CH3:4])([CH3:3])[CH3:1])=[O:6] |f:2.3.4.5.6|. Reagents/catalysts: [O-]CC.[Ti+4].[O-]CC.[O-]CC.[O-]CC (Titanium ethoxide). Reaction conditions: time 5 hour. The yield is 18.0%. Procedure: Titanium ethoxide (2.03 mL, 9.85 mmol), 2-methyl-2-propanesulfinamide (0.895 g, 7.39 mmol) and 6′-bromo-4-(trifluoromethyl)spiro[cyclohexane-1,2′-inden]-1′(3′H)-one (Intermediate 78, 1.71 g, 4.93 mmol) in dry 2-Me THF (30 mL) were heated to 100° C. to give an azeotrope at 74° C. The azeotropic distillation was continued for 5 h and then the mixture was refluxed for 2 days. The mixture was cooled to r.t. Water (10 mL) and EtOAc (20 mL) were added, under continuous stirring, while a solid formed. ... Solvent: 2-Me THF. The product is BrC=1C=C2C(C3(CC2=CC1)CCC(CC3)C(F)(F)F)=NS(=O)C(C)(C)C (N-(5′-Bromo-4-(trifluoromethyl)spiro[cyclohexane-1,2′-indene]-3′(1′H)-ylidene)-2-methylpropane-2-sulfinamide). The reactants are CC(C)(C)OC(=O)N1CCC(O)CC1, C1CCOC1, CCOC(C)=O, CC(C)OC(=O)N=NC(=O)OC(C)C, Cn1nnnc1S, c1ccc(P(c2ccccc2)c2ccccc2)cc1. Yields the product Cn1nnnc1SC1CCN(C(=O)OC(C)(C)C)CC1. Reaction SMILES: [C:1]([CH3:2])([CH3:3])([CH3:4])[O:5][C:6](=[O:7])[N:8]1[CH2:9][CH2:10][CH:11]([OH:14])[CH2:12][CH2:13]1.[CH2:55]1[O:56][CH2:57][CH2:58][CH2:59]1.[CH3:60][CH2:61][O:62][C:63](=[O:64])[CH3:65].[O:41]=[C:42]([O:43][CH:44]([CH3:45])[CH3:46])[N:47]=[N:48][C:49]([O:50][CH:51]([CH3:52])[CH3:53])=[O:54].[SH:34][c:35]1[n:36][n:37][n:38][n:39]1[CH3:40].[c:15]1([P:16]([c:17]2[cH:18][cH:19][cH:20][cH:21][cH:22]2)[c:23]2[cH:24][cH:25][cH:26][cH:27][cH:28]2)[cH:29][cH:30][cH:31][cH:32][cH:33]1>>[C:1]([CH3:2])([CH3:3])([CH3:4])[O:5][C:6](=[O:7])[N:8]1[CH2:9][CH2:10][CH:11]([S:34][c:35]2[n:36][n:37][n:38][n:39]2[CH3:40])[CH2:12][CH2:13]1. The reactants are ClC1=C(C=C(C(=O)O)C=C1S(N)(=O)=O)[N+](=O)[O-] (4-chloro-3-nitro-5-sulphamyl-benzoic acid), COCCN (2-methoxyethylamine). The solvent is C(C)O (ethanol). Conditions: temperature 60 celsius. Product: COCCNC1=C(C=C(C(=O)O)C=C1S(N)(=O)=O)[N+](=O)[O-] (4-(2methoxyethylamino)-3-nitro-5-sulphamyl-benzoic acid). RXN SMILES: Cl[C:2]1[C:10]([S:11](=[O:14])(=[O:13])[NH2:12])=[CH:9][C:5]([C:6]([OH:8])=[O:7])=[CH:4][C:3]=1[N+:15]([O-:17])=[O:16].[CH3:18][O:19][CH2:20][CH2:21][NH2:22]>C(O)C>[CH3:18][O:19][CH2:20][CH2:21][NH:22][C:2]1[C:10]([S:11](=[O:14])(=[O:13])[NH2:12])=[CH:9][C:5]([C:6]([OH:8])=[O:7])=[CH:4][C:3]=1[N+:15]([O-:17])=[O:16]. Procedure: A mixture of 4-chloro-3-nitro-5-sulphamyl-benzoic acid (4.2 g), 2-methoxyethylamine (5.6 g), and 50% ethanol (10 ml) was heated to 60°C for 1 hour. The ethanol was distilled off under reduced pressure, and the resulting 4-(2-methoxyethylamino)-3-nitro-5-sulphamyl-benzoic acid was precipitated by addition of 4N hydrochloric acid until pH 2. After recrystallization from water, the melting point was 192°-194°C. The compound crystallized with 1 molecule of water of crystallization. Starting materials: C(C1=CC=CC=C1)N1CC2=CC=C(C=C2C1)C1(COCC1)O (3-(2-benzyl-2,3-dihydro-1H-isoindol-5-yl)-tetrahydro-furan-3-ol), [H][H] (hydrogen). Product: C1NCC2=CC(=CC=C12)C1(COCC1)O (3-(2,3-Dihydro-1H-isoindol-5-yl)-tetrahydro-furan-3-ol). Reaction SMILES: C([N:8]1[CH2:16][C:15]2[C:10](=[CH:11][CH:12]=[C:13]([C:17]3([OH:22])[CH2:21][CH2:20][O:19][CH2:18]3)[CH:14]=2)[CH2:9]1)C1C=CC=CC=1.[H][H]>>[CH2:9]1[C:10]2[C:15](=[CH:14][C:13]([C:17]3([OH:22])[CH2:21][CH2:20][O:19][CH2:18]3)=[CH:12][CH:11]=2)[CH2:16][NH:8]1. Procedure: Prepared in analogy to Example A62(c) from 3-(2-benzyl-2,3-dihydro-1H-isoindol-5-yl)-tetrahydro-furan-3-ol and hydrogen. Brown oil. MS (m/e): 206.1 ([M+H]+, 100%).